This data is from the Open Reaction Database (ORD), a public repository of structured organic reaction records. The task is: describe an organic reaction: reactants, conditions, products, and yield Reactants: C(C1=CC=CC=C1)OCCC1CC(C1)=O (3-(benzyloxyethyl)cyclobutanone), CCC([BH-](C(CC)C)C(CC)C)C.[Li+] (L-selectride). Solvent: C1CCOC1 (THF). Run at temperature -78 celsius. The product is C(C1=CC=CC=C1)OCC[C@H]1C[C@H](C1)O (cis-3-(Benzyloxyethyl)cyclobutanol). Reaction SMILES: [CH2:1]([O:8][CH2:9][CH2:10][CH:11]1[CH2:14][C:13](=[O:15])[CH2:12]1)[C:2]1[CH:7]=[CH:6][CH:5]=[CH:4][CH:3]=1.CCC(C)[BH-](C(C)CC)C(C)CC.[Li+]>C1COCC1>[CH2:1]([O:8][CH2:9][CH2:10][C@@H:11]1[CH2:12][C@H:13]([OH:15])[CH2:14]1)[C:2]1[CH:7]=[CH:6][CH:5]=[CH:4][CH:3]=1 |f:1.2|. Procedure details: In a 100 mL flask with 3-(benzyloxyethyl)cyclobutanone (2.5 g, 12.2 mmol) inside, dry THF 30 mL was added under argon to give a light yellow solution. This was cooled to −78° C., after a while, L-selectride (1.0 M in THF, 14.7 mL, 14.6 mmol) was added drop by drop and this was allowed to warm up to room temperature, after which the reaction was quenched with saturated NaHCO3. Then the mixture was cooled to 0° C. and 30% H2O2 was added drop by drop, followed by the addition of H2O and EtOAc. The ...